From a dataset of the Open Reaction Database (ORD), a public repository of structured organic reaction records. describe an organic reaction: reactants, conditions, products, and yield Reactants: C(C1=CC=CC=C1)(=O)C1=C(C=CC(=C1)C=C)NC(C(F)(F)F)=O (N-(2-benzoyl-4-vinylphenyl)-2,2,2-trifluoro-acetamide), C([O-])([O-])=O.[K+].[K+] (potassium carbonate). The solvent is CO (methanol), O (water). Conditions: time 8 hour. Yields the product NC1=C(C(=O)C2=CC=CC=C2)C=C(C=C1)C=C (2-amino-5-vinylbenzophenone). The yield is 89.6%. RXN SMILES: [C:1]([C:9]1[CH:14]=[C:13]([CH:15]=[CH2:16])[CH:12]=[CH:11][C:10]=1[NH:17]C(=O)C(F)(F)F)(=[O:8])[C:2]1[CH:7]=[CH:6][CH:5]=[CH:4][CH:3]=1.C(=O)([O-])[O-].[K+].[K+]>CO.O>[NH2:17][C:10]1[CH:11]=[CH:12][C:13]([CH:15]=[CH2:16])=[CH:14][C:9]=1[C:1]([C:2]1[CH:7]=[CH:6][CH:5]=[CH:4][CH:3]=1)=[O:8] |f:1.2.3|. Reported procedure: N-(2-Benzoyl-4-vinylphenyl)-2,2,2-trifluoroacetamide (b) (0.32 g, 1.0 mmol) was dissolved in a mixture of methanol (38 mL) and water (2.3 mL) and potassium carbonate (0.7 g, 5 mmol) was added. After stirring overnight at room temperature, the mixture was concentrated. Water (20 mL) was added to the residue and the mixture was extracted with chloroform (3×50 mL). The combined organic layers were dried (MgSO4), filtered, and concentrated. The residue was purified by flash chromatography on silica ... Reactants: Cc1c(C(=O)OC(C)(C)C)cc(C2CCN(C(=O)OCc3ccccc3)CC2)n1CCc1ccc(F)cc1, CC(=O)O, CO, [H][H]. Product: Cc1c(C(=O)OC(C)(C)C)cc(C2CCN(C)CC2)n1CCc1ccc(F)cc1. RXN SMILES: [C:1]([CH3:2])([CH3:3])([CH3:4])[O:5][C:6](=[O:7])[c:8]1[cH:9][c:10]([CH:23]2[CH2:24][CH2:25][N:26]([C:29]([O:30][CH2:31][c:32]3[cH:33][cH:34][cH:35][cH:36][cH:37]3)=[O:38])[CH2:27][CH2:28]2)[n:11]([CH2:14][CH2:15][c:16]2[cH:17][cH:18][c:19]([F:22])[cH:20][cH:21]2)[c:12]1[CH3:13].[CH3:39][C:40](=[O:41])[OH:42].[CH3:45][OH:46].[H:43][H:44]>>[C:1]([CH3:2])([CH3:3])([CH3:4])[O:5][C:6](=[O:7])[c:8]1[cH:9][c:10]([CH:23]2[CH2:24][CH2:25][N:26]([CH3:29])[CH2:27][CH2:28]2)[n:11]([CH2:14][CH2:15][c:16]2[cH:17][cH:18][c:19]([F:22])[cH:20][cH:21]2)[c:12]1[CH3:13]. Reactants: BrCC1=C(C(N=C(N1)C1=NC=CC=N1)C1=C(C=C(C=C1)Cl)Cl)C(=O)OCC (Ethyl 6-(bromomethyl)-4-(2,4-dichlorophenyl)-1,4-dihydro-[2,2′-bipyrimidine]-5-carboxylate), Cl.N1CC(OCC1)C(=O)O (morpholine-2-carboxylic acid hydrochloride). Yields the product ClC1=C(C=CC(=C1)Cl)C1C(=C(NC(=N1)C1=NC=CC=N1)CN1CC(OCC1)C(=O)O)C(=O)OCC (4-((6-(2,4-dichlorophenyl)-5-(ethoxycarbonyl)-3,6-dihydro-[2,2′-bipyrimidin]-4-yl)methyl)morpholine-2-carboxylic acid). The yield is 56.5%. Reaction SMILES: Br[CH2:2][C:3]1[NH:8][C:7]([C:9]2[N:14]=[CH:13][CH:12]=[CH:11][N:10]=2)=[N:6][CH:5]([C:15]2[CH:20]=[CH:19][C:18]([Cl:21])=[CH:17][C:16]=2[Cl:22])[C:4]=1[C:23]([O:25][CH2:26][CH3:27])=[O:24].Cl.[NH:29]1[CH2:34][CH2:33][O:32][CH:31]([C:35]([OH:37])=[O:36])[CH2:30]1>>[Cl:22][C:16]1[CH:17]=[C:18]([Cl:21])[CH:19]=[CH:20][C:15]=1[CH:5]1[N:6]=[C:7]([C:9]2[N:14]=[CH:13][CH:12]=[CH:11][N:10]=2)[NH:8][C:3]([CH2:2][N:29]2[CH2:34][CH2:33][O:32][CH:31]([C:35]([OH:37])=[O:36])[CH2:30]2)=[C:4]1[C:23]([O:25][CH2:26][CH3:27])=[O:24] |f:1.2|. Procedure details: Ethyl 6-(bromomethyl)-4-(2,4-dichlorophenyl)-1,4-dihydro-[2,2′-bipyrimidine]-5-carboxylate (0.72 g, 1.53 mmol) (The compound was synthesized according to the procedure as described in WO2010069147) was reacted with morpholine-2-carboxylic acid hydrochloride (0.26 g, 1.53 mmol) according to the procedure as described in Example 28 to give the title compound as a yellow solid (0.45 g, 56%). The compound was characterized by the following spectroscopic data: Reactants: C1CCOC1, CC(=O)CCl, Cl, NNC(N)=O, [Na+], O=C([O-])O, O. The product is CC(CCl)=NNC(N)=O. As a reaction SMILES: [CH2:18]1[O:19][CH2:20][CH2:21][CH2:22]1.[CH3:1][C:2](=[O:3])[CH2:4][Cl:5].[ClH:11].[NH2:12][NH:13][C:14](=[O:15])[NH2:16].[Na+:10].[O-:6][C:7]([OH:8])=[O:9].[OH2:17]>>[CH3:1][C:2]([CH2:4][Cl:5])=[N:12][NH:13][C:14](=[O:15])[NH2:16]. Starting materials: C(=O)NCC1=CC=C(C(=O)C2=CC=CC=C2)C=C1 (4-(N-formylaminomethyl)benzophenone). Run in Cl (hydrochloric acid), C(C)O (ethanol). The product is NCC1=CC=C(C(=O)C2=CC=CC=C2)C=C1 (4-aminomethylbenzophenone). RXN SMILES: C([NH:3][CH2:4][C:5]1[CH:18]=[CH:17][C:8]([C:9]([C:11]2[CH:16]=[CH:15][CH:14]=[CH:13][CH:12]=2)=[O:10])=[CH:7][CH:6]=1)=O>Cl.C(O)C>[NH2:3][CH2:4][C:5]1[CH:18]=[CH:17][C:8]([C:9]([C:11]2[CH:16]=[CH:15][CH:14]=[CH:13][CH:12]=2)=[O:10])=[CH:7][CH:6]=1. Procedure: 70 g of 4-(N-formylaminomethyl)benzophenone are stirred in a mixture of 40 g of concentrated hydrochloric acid and 100 g of ethanol for 5 hours at 50° C. The alcohol is then removed by distillation and the pH is adjusted to 10 with sodium hydroxide solution. 4-aminomethylbenzophenone precipitates as an oil. Reactants: CCOC(=O)[C@@H]1N(C(CC1)=O)C(=O)OC(C)(C)C ((R)-5-oxopyrrolidine-1,2-dicarboxylic acid 1-tert-butyl ester 2-ethyl ester), [Mg] (magnesium), BrC1=C(C=C(C(=C1)F)F)F (1-bromo-2,4,5-trifluorobenzene), O (Water). Run in O1CCCC1 (tetrahydrofuran), O1CCCC1 (tetrahydrofuran). Reaction conditions: time 30 minute. Yields the product C(C)(C)(C)OC(=O)N[C@@H](C(=O)OCC)CCC(=O)C1=C(C=C(C(=C1)F)F)F (ethyl (R)-2-tert-butoxycarbonylamino-5-(2,4,5-trifluorophenyl)-5-oxopentanoate). RXN SMILES: [Mg].[CH3:2][CH2:3][O:4][C:5]([C@H:7]1[CH2:11][CH2:10][C:9](=[O:12])[N:8]1[C:13]([O:15][C:16]([CH3:19])([CH3:18])[CH3:17])=[O:14])=[O:6].O.Br[C:22]1[CH:27]=[C:26]([F:28])[C:25]([F:29])=[CH:24][C:23]=1[F:30]>O1CCCC1>[C:16]([O:15][C:13]([NH:8][C@H:7]([CH2:11][CH2:10][C:9]([C:22]1[CH:27]=[C:26]([F:28])[C:25]([F:29])=[CH:24][C:23]=1[F:30])=[O:12])[C:5]([O:4][CH2:3][CH3:2])=[O:6])=[O:14])([CH3:19])([CH3:18])[CH3:17]. Reported procedure: To a suspension of magnesium (0.452 g) in tetrahydrofuran (20 mL), 1-bromo-2,4,5-trifluorobenzene (2.2 mL) was added dropwise at 55° C. over 15 minutes, and the reaction solution was stirred at room temperature for 30 minutes. This solution was added dropwise to a solution of (R)-5-oxopyrrolidine-1,2-dicarboxylic acid 1-tert-butyl ester 2-ethyl ester (4.0 g) in tetrahydrofuran (25 mL) at −40° C. over 10 minutes, and the reaction solution was stirred at −40° C. to 0° C. for one hour. Water was ad...